describe an organic reaction: reactants, conditions, products, and yield From a dataset of the Open Reaction Database (ORD), a public repository of structured organic reaction records. Starting materials: C1CCOC1, CCOC(C)=O, COC(=O)c1cc([N+](=O)[O-])cc(NC(=O)CCCCl)c1F, [H-], [Na+]. Yields the product COC(=O)c1cc([N+](=O)[O-])cc(N2CCCC2=O)c1F. Reaction SMILES: [CH2:24]1[O:25][CH2:26][CH2:27][CH2:28]1.[CH3:29][CH2:30][O:31][C:32]([CH3:33])=[O:34].[Cl:1][CH2:2][CH2:3][CH2:4][C:5](=[O:6])[NH:7][c:8]1[c:9]([F:21])[c:10]([C:11](=[O:12])[O:13][CH3:14])[cH:15][c:16]([N+:18](=[O:19])[O-:20])[cH:17]1.[H-:23].[Na+:22]>>[CH2:2]1[CH2:3][CH2:4][C:5](=[O:6])[N:7]1[c:8]1[c:9]([F:21])[c:10]([C:11](=[O:12])[O:13][CH3:14])[cH:15][c:16]([N+:18](=[O:19])[O-:20])[cH:17]1.